This data is from the Open Reaction Database (ORD), a public repository of structured organic reaction records. The task is: describe an organic reaction: reactants, conditions, products, and yield Starting materials: CNC(=S)C=1C=C(C(=O)OC(C)(C)C)C=C(C1)C1=NC=C(C=C1)C (tert-butyl 3-[(methylamino)carbonothioyl]-5-(5-methylpyridin-2-yl)benzoate), C1(CC1)C(=O)NN (cyclopropanecarbohydrazide). Reagents/catalysts: C(C)(=O)[O-].[Hg+2].C(C)(=O)[O-] (mercury(II) acetate). Run in O1CCCC1 (tetrahydrofuran). Conditions: temperature 40 celsius, time 18 hour. Yields the product C1(CC1)C=1N(C(=NN1)C=1C=C(C(=O)OC(C)(C)C)C=C(C1)C1=NC=C(C=C1)C)C (tert-Butyl 3-(5-cyclopropyl-4-methyl-4H-1,2,4-triazol-3-yl)-5-(5-methylpyridin-2-yl)benzoate). As a reaction SMILES: [CH3:1][NH:2][C:3]([C:5]1[CH:6]=[C:7]([CH:15]=[C:16]([C:18]2[CH:23]=[CH:22][C:21]([CH3:24])=[CH:20][N:19]=2)[CH:17]=1)[C:8]([O:10][C:11]([CH3:14])([CH3:13])[CH3:12])=[O:9])=S.[CH:25]1([C:28]([NH:30][NH2:31])=O)[CH2:27][CH2:26]1>O1CCCC1.C([O-])(=O)C.[Hg+2].C([O-])(=O)C>[CH:25]1([C:28]2[N:2]([CH3:1])[C:3]([C:5]3[CH:6]=[C:7]([CH:15]=[C:16]([C:18]4[CH:23]=[CH:22][C:21]([CH3:24])=[CH:20][N:19]=4)[CH:17]=3)[C:8]([O:10][C:11]([CH3:14])([CH3:13])[CH3:12])=[O:9])=[N:31][N:30]=2)[CH2:27][CH2:26]1 |f:3.4.5|. Reported procedure: To a solution of tert-butyl 3-[(methylamino)carbonothioyl]-5-(5-methylpyridin-2-yl)benzoate (0.56 g, 1.64 mmol) in tetrahydrofuran (15 mL) were added cyclopropanecarbohydrazide (0.49 g, 4.92 mmol) and mercury(II) acetate (1.05 g, 3.28 mmol). The reaction mixture was heated to 40° C. After 18 h, the mixture was cooled to ambient temperature. The mixture was filtered and the filtrate was concentrated. Purification by silica gel chromatography (100% dichloromethane→95% dichloromethane/methanol) gav... The reactants are CN(CCCNC1=C(C=C(C=C1)N)F)C (N1-[3-(dimethylamino)propyl]-2-fluoro-1,4-benzenediamine), ClC1=NC=CC(=N1)C=1C(=NN2C1C=CC=C2)C=2C=C(C=CC2)NC(CC=2SC=CC2)=O (N-{3-[3-(2-chloro-4-pyrimidinyl)pyrazolo[1,5-a]pyridin-2-yl]phenyl}-2-(2-thienyl)acetamide), CN(CCCNC1=C(C=C(C=C1)N)F)C (N1-[3-(dimethylamino)propyl]-2-fluoro-1,4-benzenediamine). Reagents/catalysts: Cl (HCl). Solvent: CC(C)O (i-PrOH). Run at temperature 120 celsius. Yields the product CN(CCCNC1=C(C=C(C=C1)NC1=NC=CC(=N1)C=1C(=NN2C1C=CC=C2)C=2C=C(C=CC2)NC(CC=2SC=CC2)=O)F)C (N-[3-(3-{2-[(4-{[3-(Dimethylamino)propyl]amino}-3-fluorophenyl)amino]-4-pyrimidinyl}pyrazolo[1,5-a]pyridin-2-yl)phenyl]-2-(2-thienyl)acetamide). Yield: 36.6%. Reaction SMILES: Cl[C:2]1[N:7]=[C:6]([C:8]2[C:9]([C:17]3[CH:18]=[C:19]([NH:23][C:24](=[O:31])[CH2:25][C:26]4[S:27][CH:28]=[CH:29][CH:30]=4)[CH:20]=[CH:21][CH:22]=3)=[N:10][N:11]3[CH:16]=[CH:15][CH:14]=[CH:13][C:12]=23)[CH:5]=[CH:4][N:3]=1.[CH3:32][N:33]([CH3:46])[CH2:34][CH2:35][CH2:36][NH:37][C:38]1[CH:43]=[CH:42][C:41]([NH2:44])=[CH:40][C:39]=1[F:45]>CC(O)C.Cl>[CH3:46][N:33]([CH3:32])[CH2:34][CH2:35][CH2:36][NH:37][C:38]1[CH:43]=[CH:42][C:41]([NH:44][C:2]2[N:7]=[C:6]([C:8]3[C:9]([C:17]4[CH:18]=[C:19]([NH:23][C:24](=[O:31])[CH2:25][C:26]5[S:27][CH:28]=[CH:29][CH:30]=5)[CH:20]=[CH:21][CH:22]=4)=[N:10][N:11]4[CH:16]=[CH:15][CH:14]=[CH:13][C:12]=34)[CH:5]=[CH:4][N:3]=2)=[CH:40][C:39]=1[F:45]. Procedure details: To a slurry of N-{3-[3-(2-chloro-4-pyrimidinyl)pyrazolo[1,5-a]pyridin-2-yl]phenyl}-2-(2-thienyl)acetamide (100 mg, 0.22 mmol.) in i-PrOH (4 mL) was added N1-[3-(dimethylamino)propyl]-2-fluoro-1,4-benzenediamine (75 mg, 0.30 mmol) and 2 drops of conc. HCl. The reaction was heated in a microwave to 120° C. for 20 min. and allowed to cool to rt. A second batch of N1-[3-(dimethylamino)propyl]-2-fluoro-1,4-benzenediamine (75 mg, 0.30 mmol) was added and the reaction microwaved to 120° C. for 1 h furt... Starting materials: [N+](=O)([O-])C1=CC=2C(C3=CC(=CC=C3C2C=C1)[N+](=O)[O-])=O (2,7-Dinitro-9-fluorenone), hydrated stannous chloride, Cl (hydrochloric acid). Run in C(C)(=O)O (acetic acid). The product is NC1=CC=2C(C3=CC(=CC=C3C2C=C1)N)=O (2,7-Diamino-9-fluorenone). Reaction SMILES: [N+:1]([C:4]1[CH:16]=[CH:15][C:14]2[C:13]3[C:8](=[CH:9][C:10]([N+:17]([O-])=O)=[CH:11][CH:12]=3)[C:7](=[O:20])[C:6]=2[CH:5]=1)([O-])=O.Cl>C(O)(=O)C>[NH2:1][C:4]1[CH:16]=[CH:15][C:14]2[C:13]3[C:8](=[CH:9][C:10]([NH2:17])=[CH:11][CH:12]=3)[C:7](=[O:20])[C:6]=2[CH:5]=1. Reported procedure: 2,7-Dinitro-9-fluorenone (162 g, 0.6 mol, from Aldrich) was added cautiously to a solution of hydrated stannous chloride (1100 g, 4.9 mol, from Aldrich) in a mixture of concentrated hydrochloric acid (900 ml) and acetic acid (1600 ml). The suspension was stirred and refluxed for 1 hour. The mixture was cooled to room temperature, and a solid appeared. The solid was harvested by filtration. The solid was washed first with concentrated hydrochloric acid, and then with water until the filtrate colo...